From a dataset of the Open Reaction Database (ORD), a public repository of structured organic reaction records. describe an organic reaction: reactants, conditions, products, and yield Starting materials: O=C([O-])[O-], CC(C)(C)CI, CN1CCCC1=O, Cc1c([N+](=O)[O-])ccc(O)c1Cl, [K+], [K+]. Product: Cc1c([N+](=O)[O-])ccc(OCC(C)(C)C)c1Cl. As a reaction SMILES: [C:19](=[O:20])([O-:21])[O-:22].[CH2:13]([C:14]([CH3:15])([CH3:16])[CH3:17])[I:18].[CH3:25][N:26]1[CH2:27][CH2:28][CH2:29][C:30]1=[O:31].[Cl:1][c:2]1[c:3]([OH:12])[cH:4][cH:5][c:6]([N+:9](=[O:10])[O-:11])[c:7]1[CH3:8].[K+:23].[K+:24]>>[Cl:1][c:2]1[c:3]([O:12][CH2:13][C:14]([CH3:15])([CH3:16])[CH3:17])[cH:4][cH:5][c:6]([N+:9](=[O:10])[O-:11])[c:7]1[CH3:8].